This data is from the Open Reaction Database (ORD), a public repository of structured organic reaction records. The task is: describe an organic reaction: reactants, conditions, products, and yield Starting materials: ClC1=C(C=CC(=C1)I)CN1C(C=2C(C1=O)=CC=CC2)=O (N-[(2-chloro-4-iodophenyl)methyl]phthalimide), C(Cl)(Cl)Cl (chloroform). Run in C(C)O (ethanol), O.NN (hydrazine monohydrate). Run at temperature 70 celsius, time 30 minute. Yields the product ClC1=C(CN)C=CC(=C1)I (2-chloro-4-iodobenzylamine). The yield is 143.5%. As a reaction SMILES: [Cl:1][C:2]1[CH:7]=[C:6]([I:8])[CH:5]=[CH:4][C:3]=1[CH2:9][N:10]1C(=O)C2=CC=CC=C2C1=O.C(Cl)(Cl)Cl>C(O)C.O.NN>[Cl:1][C:2]1[CH:7]=[C:6]([I:8])[CH:5]=[CH:4][C:3]=1[CH2:9][NH2:10] |f:3.4|. Procedure details: In a solution of 2.9 g of N-[(2-chloro-4-iodophenyl)methyl]phthalimide in 60 mL of ethanol, 3.0 mL of 80% hydrazine monohydrate aqueous solution was added, and stirred at 70° C. for 30 minutes. After the completion of the reaction, the reaction mixture was left and cooled to room temperature, 100 mL of chloroform was added therein and insoluble substance was filtered off, and the solvent was distilled off under reduced pressure. The procedure comprising adding 30 mL of chloroform in the residue,... Starting materials: Cl.C(#N)C1=CC=C(C=C1)N1C([C@H](CC1)N)=O (1-(4-cyanophenyl)-3(S)-aminopyrrolidin-2-one Hydrochloride), CCOC(=O)C (EtOAc), C(=O)(N1C=NC=C1)N1C=NC=C1 (1,1'-carbonyldiimidazole), C([C@H](O)C1=CC=CC=C1)(=O)O.N[C@@H](CC(=O)OCC)C (Ethyl 3(R)-aminobutanoate (R)-mandelate). The solvent is N1=CC=CC=C1 (pyridine), CN(C)C=O (DMF). Reaction conditions: temperature 5 celsius, time 15 minute. Product: C(#N)C1=CC=C(C=C1)N1C([C@H](CC1)NC(=O)N[C@@H](CC(=O)OCC)C)=O (Ethyl 3(R)-[[[[1-(4-cyanophenyl)-2-oxo-3(S)-pyrrolidinyl]-amino]carbonyl]amino]butanoate). Yield: 74.8%. As a reaction SMILES: [C:1]([N:8]1[CH:12]=[CH:11]N=C1)(N1C=CN=C1)=[O:2].Cl.[C:14]([C:16]1[CH:21]=[CH:20][C:19]([N:22]2[CH2:26][CH2:25][C@H:24]([NH2:27])[C:23]2=[O:28])=[CH:18][CH:17]=1)#[N:15].C(O)(=O)[C@@H](C1C=CC=CC=1)O.N[C@H](C)[CH2:42][C:43]([O:45][CH2:46][CH3:47])=[O:44].CCOC(C)=O>N1C=CC=CC=1.CN(C=O)C>[C:14]([C:16]1[CH:17]=[CH:18][C:19]([N:22]2[CH2:26][CH2:25][C@H:24]([NH:27][C:1]([NH:8][C@H:12]([CH3:11])[CH2:42][C:43]([O:45][CH2:46][CH3:47])=[O:44])=[O:2])[C:23]2=[O:28])=[CH:20][CH:21]=1)#[N:15] |f:1.2,3.4|. Procedure details: To a suspension of 1,1'-carbonyldiimidazole (178 mg, 1.1 mmol) in pyridine (2.5 mL) at 5° C. under nitrogen was added the product of example 4 (260 mg, 1.1 mmol). The resulting solution was stirred at 5° C. for 15 minutes, diluted with 2.5 mL of DMF and removed from the ice bath. The product of example 8 (375 mg, 1.32 mmol) was added all at once and the reaction mixture stirred at 75°-80° C. for 2 hours. After cooling to room temperature, the resulting solution was diluted EtOAc and washed with ... Starting materials: CC(=O)O, OB(O)c1ccc2c(c1)OCC(Cc1ccccc1)C2O, CCO, CC(C)OC(C)C, [F-], CCOC(=O)c1ccc(C(F)(F)F)cc1I, [K+], Cc1ccccc1. Product: CCOC(=O)c1ccc(C(F)(F)F)cc1-c1ccc2c(c1)OCC(Cc1ccccc1)C2O. As a reaction SMILES: [C:50]([OH:51])(=[O:52])[CH3:53].[CH2:17]([c:18]1[cH:19][cH:20][cH:21][cH:22][cH:23]1)[CH:24]1[CH2:25][O:26][c:27]2[cH:28][c:29]([B:35]([OH:36])[OH:37])[cH:30][cH:31][c:32]2[CH:33]1[OH:34].[CH3:40][CH2:41][OH:42].[CH:43]([O:44][CH:45]([CH3:46])[CH3:47])([CH3:48])[CH3:49].[F-:38].[I:1][c:2]1[c:3]([C:4](=[O:5])[O:6][CH2:7][CH3:8])[cH:9][cH:10][c:11]([C:13]([F:14])([F:15])[F:16])[cH:12]1.[K+:39].[c:54]1([CH3:55])[cH:56][cH:57][cH:58][cH:59][cH:60]1>>[c:2]1(-[c:29]2[cH:28][c:27]3[c:32]([cH:31][cH:30]2)[CH:33]([OH:34])[CH:24]([CH2:17][c:18]2[cH:19][cH:20][cH:21][cH:22][cH:23]2)[CH2:25][O:26]3)[c:3]([C:4](=[O:5])[O:6][CH2:7][CH3:8])[cH:9][cH:10][c:11]([C:13]([F:14])([F:15])[F:16])[cH:12]1. Reactants: N#N (N2), BrC=1C=C2C(=CC(OC2=CC1)=O)NC1CCN(CC1)CC=CC1=CC=CC=C1 (6-Bromo-4-[1-(3-phenyl-allyl)-piperidine-4-ylamino]-chromen-2-one), [Br-].C(CCC)[Zn+] (n-butyl zinc bromide). Reagents/catalysts: C1=CC=C(C=C1)P([C-]2C=CC=C2)C3=CC=CC=C3.C1=CC=C(C=C1)P([C-]2C=CC=C2)C3=CC=CC=C3.Cl[Pd]Cl.[Fe+2] (Pd(dppf)Cl2), [Cu]I (CuI). Solvent: C1CCOC1 (THF). Reaction conditions: temperature 160 celsius. The product is C(CCC)C=1C=C2C(=CC(OC2=CC1)=O)NC1CCN(CC1)CC=CC1=CC=CC=C1 (6-(n-butyl)-4-[1-(3-phenyl-allyl)-piperidine-4-ylamino]-chromen-2-one). Yield: 13.0%. As a reaction SMILES: N#N.Br[C:4]1[CH:5]=[C:6]2[C:11](=[CH:12][CH:13]=1)[O:10][C:9](=[O:14])[CH:8]=[C:7]2[NH:15][CH:16]1[CH2:21][CH2:20][N:19]([CH2:22][CH:23]=[CH:24][C:25]2[CH:30]=[CH:29][CH:28]=[CH:27][CH:26]=2)[CH2:18][CH2:17]1.[Br-].[CH2:32]([Zn+])[CH2:33][CH2:34][CH3:35]>C1COCC1.C1C=CC(P(C2C=CC=CC=2)[C-]2C=CC=C2)=CC=1.C1C=CC(P(C2C=CC=CC=2)[C-]2C=CC=C2)=CC=1.Cl[Pd]Cl.[Fe+2].[Cu]I>[CH2:32]([C:4]1[CH:5]=[C:6]2[C:11](=[CH:12][CH:13]=1)[O:10][C:9](=[O:14])[CH:8]=[C:7]2[NH:15][CH:16]1[CH2:21][CH2:20][N:19]([CH2:22][CH:23]=[CH:24][C:25]2[CH:26]=[CH:27][CH:28]=[CH:29][CH:30]=2)[CH2:18][CH2:17]1)[CH2:33][CH2:34][CH3:35] |f:2.3,5.6.7.8|. Reported procedure: Into a dry microwave vial under N2 was added 6-Bromo-4-[1-(3-phenyl-allyl)-piperidine-4-ylamino]-chromen-2-one (20 mg, 0.046 mmol), Pd(dppf)Cl2 (˜5 mol %), and CuI (˜6 mol %) in dry THF (0.5 mL) followed by n-butyl zinc bromide (0.273 mL, 0.138 mmol (0.5M in THF)) dropwise. The solution was heated in the microwave for 10 minutes at 160° C., filtered, and was purified by Prep HPLC to give 2.5 mg (10%) of the desired compound as the TFA salt. MS (ESI(+)Q1MS m/z 417 (M+H)+; 1H NMR (300 MHz, MeOH) δ... Reaction SMILES: Br[CH2:2][C:3]1([CH2:7][OH:8])[CH2:6][O:5][CH2:4]1.[C-:9]#[N:10].[Na+]>C(O)C>[OH:8][CH2:7][C:3]1([CH2:2][C:9]#[N:10])[CH2:6][O:5][CH2:4]1 |f:1.2|. Procedure: A solution of 42 g (0.23 mol) of [3-(bromomethyl)oxetan-3-yl] methanol (produced according to Example 1) in 420 ml of ethanol was refluxed with 13 g (0.265 mol) of sodium cyanide for 18 hours. After cooling to room temperature, the precipitated sodium bromide was filtered off and the filtrate concentrated by evaporation. The residue was distilled at 0.4 torr. The yield of product as a colorless oil was 16 g (54 percent). The boiling point of the product was 107° C./0.4 torr. Other data concernin... Solvent: C(C)O (ethanol). Product: OCC1(COC1)CC#N ([3-(Hydroxymethyl)-oxetan-3-yl]acetonitrile). Reactants: BrCC1(COC1)CO ([3-(Bromomethyl)oxetan-3-yl]methanol), [C-]#N.[Na+] (sodium cyanide). Starting materials: N1(C=NC=C1)CC(OC=1C=CC(=C(C(=O)OC)C1)CCC1=CC=C(C=C1)F)C=1SC=CN1 (Methyl 5-[2-(imidazol-1-yl)-1-(thiazol-2-yl)ethoxy]-2-(4-fluorophenethyl)benzoate), [OH-].[Na+] (sodium hydroxide). Product: N1(C=NC=C1)CC(OC=1C=CC(=C(C(=O)O)C1)CCC1=CC=C(C=C1)F)C=1SC=CN1 (5-[2-(imidazol-1-yl)-1-(thiazol-2-yl)ethoxy]-2-(4-fluorophenethyl)benzoic acid). As a reaction SMILES: [N:1]1([CH2:6][CH:7]([C:28]2[S:29][CH:30]=[CH:31][N:32]=2)[O:8][C:9]2[CH:10]=[CH:11][C:12]([CH2:19][CH2:20][C:21]3[CH:26]=[CH:25][C:24]([F:27])=[CH:23][CH:22]=3)=[C:13]([CH:18]=2)[C:14]([O:16]C)=[O:15])[CH:5]=[CH:4][N:3]=[CH:2]1.[OH-].[Na+]>>[N:1]1([CH2:6][CH:7]([C:28]2[S:29][CH:30]=[CH:31][N:32]=2)[O:8][C:9]2[CH:10]=[CH:11][C:12]([CH2:19][CH2:20][C:21]3[CH:26]=[CH:25][C:24]([F:27])=[CH:23][CH:22]=3)=[C:13]([CH:18]=2)[C:14]([OH:16])=[O:15])[CH:5]=[CH:4][N:3]=[CH:2]1 |f:1.2|. Procedure details: Methyl 5-[2-(imidazol-1-yl)-1-(thiazol-2-yl)ethoxy]-2-(4-fluorophenethyl)benzoate was hydrolysed using aqueous sodium hydroxide solution to give 5-[2-(imidazol-1-yl)-1-(thiazol-2-yl)ethoxy]-2-(4-fluorophenethyl)benzoic acid.